This data is from the Open Reaction Database (ORD), a public repository of structured organic reaction records. The task is: describe an organic reaction: reactants, conditions, products, and yield The yield is 20.0%. Reactants: NC1=NC(=CC(=N1)C1=C(C=CC(=C1)Cl)O)Cl (2-(2-amino-6-chloro-pyrimidin-4-yl)-4-chloro-phenol), BrCC1CCCCC1 (bromomethyl-cyclohexane). Procedure: Following the method described in Example 72, 2-(2-amino-6-chloro-pyrimidin-4-yl)-4-chloro-phenol and bromomethyl-cyclohexane provided 4-chloro-6-(5-chloro-2-cyclohexylmethoxy-phenyl)-pyrimidin-2-ylamine (20% yield). RXN SMILES: [NH2:1][C:2]1[N:7]=[C:6]([C:8]2[CH:13]=[C:12]([Cl:14])[CH:11]=[CH:10][C:9]=2[OH:15])[CH:5]=[C:4]([Cl:16])[N:3]=1.Br[CH2:18][CH:19]1[CH2:24][CH2:23][CH2:22][CH2:21][CH2:20]1>>[Cl:16][C:4]1[CH:5]=[C:6]([C:8]2[CH:13]=[C:12]([Cl:14])[CH:11]=[CH:10][C:9]=2[O:15][CH2:18][CH:19]2[CH2:24][CH2:23][CH2:22][CH2:21][CH2:20]2)[N:7]=[C:2]([NH2:1])[N:3]=1. Yields the product ClC1=NC(=NC(=C1)C1=C(C=CC(=C1)Cl)OCC1CCCCC1)N (4-chloro-6-(5-chloro-2-cyclohexylmethoxy-phenyl)-pyrimidin-2-ylamine).